Dataset: the Open Reaction Database (ORD), a public repository of structured organic reaction records. Task: describe an organic reaction: reactants, conditions, products, and yield Run at time 8 hour. Yields the product O[C@@H](C(=O)N1CCNCC1)CC(C)C ((R)-2-Hydroxy-4-methyl-1-piperazin-1-yl-pentan-1-one), oil. RXN SMILES: C([N:8]1[CH2:13][CH2:12][N:11]([C:14](=[O:21])[CH:15]([OH:20])[CH2:16][CH:17]([CH3:19])[CH3:18])[CH2:10][CH2:9]1)C1C=CC=CC=1>CO.[Pd]>[OH:20][C@H:15]([CH2:16][CH:17]([CH3:19])[CH3:18])[C:14]([N:11]1[CH2:10][CH2:9][NH:8][CH2:13][CH2:12]1)=[O:21]. Starting materials: C(C1=CC=CC=C1)N1CCN(CC1)C(C(CC(C)C)O)=O (1-(4-benzyl-piperazin-1-yl)-2-hydroxy-4-methyl-pentan-1-one). Solvent: CO (methanol). The reagents and catalysts are [Pd] (Pd/C). Procedure: To a solution of 1-(4-benzyl-piperazin-1-yl)-2-hydroxy-4-methyl-pentan-1-one (132 g) in methanol (1 L) was added Pd/C (20 g, 10% weight Pd on carbon). The reaction mixture was stirred at room temperature overnight under an atmosphere of hydrogen. The reaction mixture was filtered through Celite, and the solvent was removed in vacuo. (R)-2-Hydroxy-4-methyl-1-piperazin-1-yl-pentan-1-one was obtained as an oil (68 g, 74%). Isolated yield 74.0%. Starting materials: O=C(SCCC(Cc1ccccc1)C(=O)N1CCCC1C(=O)O)c1ccccc1, O=C(SCCCC(=O)N1CCCC1C(=O)O)c1ccccc1. The product is O=C(O)C1CCCN1C(=O)C(CCS)Cc1ccccc1. RXN SMILES: [C:1](=[O:2])([c:3]1[cH:4][cH:5][cH:6][cH:7][cH:8]1)[S:9][CH2:10][CH2:11][CH:12]([C:13](=[O:14])[N:15]1[CH:16]([C:17](=[O:18])[OH:19])[CH2:20][CH2:21][CH2:22]1)[CH2:23][c:24]1[cH:25][cH:26][cH:27][cH:28][cH:29]1.[C:30]([S:31][CH2:32][CH2:33][CH2:34][C:35]([N:36]1[CH2:37][CH2:38][CH2:39][CH:40]1[C:41]([OH:42])=[O:43])=[O:44])(=[O:45])[c:46]1[cH:47][cH:48][cH:49][cH:50][cH:51]1>>[SH:9][CH2:10][CH2:11][CH:12]([C:13](=[O:14])[N:15]1[CH:16]([C:17](=[O:18])[OH:19])[CH2:20][CH2:21][CH2:22]1)[CH2:23][c:24]1[cH:25][cH:26][cH:27][cH:28][cH:29]1. The reactants are CN1C=CC2=CC(=CC=C12)CN ((1-methyl-1H-indol-5-yl)methanamine), COC1=C(C=O)C(=CC=C1)OC (2,6-dimethoxybenzaldehyde). The product is COC1=C(C(=CC=C1)OC)C1CCCC(N1CC=1C=C2C=CN(C2=CC1)C)=O (6-(2,6-dimethoxyphenyl)-1-((1-methyl-1H-indol-5-yl)methyl)piperidin-2-one). Reaction SMILES: [CH3:1][N:2]1[C:10]2[C:5](=[CH:6][C:7]([CH2:11][NH2:12])=[CH:8][CH:9]=2)[CH:4]=[CH:3]1.[CH3:13][O:14][C:15]1[CH:22]=[CH:21][CH:20]=[C:19]([O:23][CH3:24])[C:16]=1[CH:17]=O>>[CH3:13][O:14][C:15]1[CH:22]=[CH:21][CH:20]=[C:19]([O:23][CH3:24])[C:16]=1[CH:17]1[N:12]([CH2:11][C:7]2[CH:6]=[C:5]3[C:10](=[CH:9][CH:8]=2)[N:2]([CH3:1])[CH:3]=[CH:4]3)[C:15](=[O:14])[CH2:16][CH2:19][CH2:20]1. Reported procedure: Prepared according to the described general procedure 6 (GP6) with commercially available (1-methyl-1H-indol-5-yl)methanamine and commercially available 2,6-dimethoxybenzaldehyde. Subsequent purification by preparative HPLC afforded the target compound. LC-MS (conditions E): tR=0.76 min.; [M+H]+: 379.12 g/mol. Reported procedure: The procedure for preparation of the 5,7-dialkyl compounds of this invention follows generally that reported by Y. Makisumi, Chem. Pharm. Bull. (Tokyo) 10, 612 (1962) wherein 3-aminopyrazole or 3-amino-4-carbethoxypyrazole is condensed with pentane-2,4-dione to provide 5,7-dimethylpyrazolo[1,5-a]pyrimidine or the 3-carbethoxy derivative. Product: CC1=NC=2N(C(=C1)C)N=CC2 (5,7-dimethylpyrazolo[1,5-a]pyrimidine). RXN SMILES: [NH2:1][C:2]1[CH:6]=[CH:5][NH:4][N:3]=1.NC1C(C(OCC)=O)=CNN=1.[CH3:18][C:19](=O)[CH2:20][C:21](=O)[CH3:22]>>[CH3:18][C:19]1[CH:20]=[C:21]([CH3:22])[N:3]2[N:4]=[CH:5][CH:6]=[C:2]2[N:1]=1. Reactants: 5,7-dialkyl, CC(CC(C)=O)=O (pentane-2,4-dione), NC1=NNC=C1 (3-aminopyrazole), NC1=NNC=C1C(=O)OCC (3-amino-4-carbethoxypyrazole). Starting materials: [OH-].[Na+] (sodium hydroxide), BrCCCCCl (1-bromo-4-chloro butane), OC1=CC=C2CCC(NC2=C1)=O (7-hydroxy-3,4-dihydrocarbostyril), [OH-].[Na+] (Sodium hydroxide), O (Water). The solvent is C1CCCCC1 (cyclohexane), CC(=O)N(C)C (dimethylacetamide). The product is ClCCCCOC1=CC=C2CCC(NC2=C1)=O (7-(4-chlorobutoxy)-3,4-dihydrocarbostyril). Reaction SMILES: Br[CH2:2][CH2:3][CH2:4][CH2:5][Cl:6].[OH:7][C:8]1[CH:17]=[C:16]2[C:11]([CH2:12][CH2:13][C:14](=[O:18])[NH:15]2)=[CH:10][CH:9]=1.[OH-].[Na+].O>CC(N(C)C)=O.C1CCCCC1>[Cl:6][CH2:5][CH2:4][CH2:3][CH2:2][O:7][C:8]1[CH:17]=[C:16]2[C:11]([CH2:12][CH2:13][C:14](=[O:18])[NH:15]2)=[CH:10][CH:9]=1 |f:2.3|. Procedure: 1-bromo-4-chloro butane (500 ml) was added to a stirred solution of 7-hydroxy-3,4-dihydrocarbostyril (100 gm) in dimethylacetamide (500 ml) at ambient temperature. The reaction mixture was heated at 36° to 40° C. Sodium hydroxide (33.1 gm) was added to the reaction mixture at the interval of 30 min (Complete the addition of sodium hydroxide in 9 equal fractions in 4.0 hours). The reaction mixture was cooled at ambient temperature and D.M Water was added to it. The reaction mixture was extracted ... Reaction SMILES: [CH3:1][C:2]1[CH:3]=[CH:4][C:5]([CH2:8][S:9][C:10]2[NH:14][C:13]3=[CH:15][S:16][CH:17]=[C:12]3[N:11]=2)=[N:6][CH:7]=1.Cl[C:19]([O:21][CH:22]=[CH2:23])=[O:20]>>[CH:22]([O:21][C:19]([N:11]1[C:12]2=[CH:17][S:16][CH:15]=[C:13]2[N:14]=[C:10]1[S:9][CH2:8][C:5]1[CH:4]=[CH:3][C:2]([CH3:1])=[CH:7][N:6]=1)=[O:20])=[CH2:23]. Isolated yield 41.5%. Procedure details: In analogy to Example 15 1.5 g of crude product were obtained from 2.1 g (8 mmol) of 2-(5-methyl-2-picolylmercapto)-1H-thieno[3,4-d]imidazole and 0.85 g (0.72 ml, 8 mmol) of vinyl chloroformate and were chromatographed on SiO2 (CH2Cl2 /MeOH 50:1). 1.1 g of title compound were obtained by crystallization from diisopropyl ether. Melting point 78°-80° C. The product is C(=C)OC(=O)N1C(=NC=2C1=CSC2)SCC2=NC=C(C=C2)C (1-Vinyloxycarbonyl-2-(5-methyl-2-picolylmercapto)-1H-thieno[3,4-d]imidazole). The reactants are Example 15, CC=1C=CC(=NC1)CSC1=NC=2C(N1)=CSC2 (2-(5-methyl-2-picolylmercapto)-1H-thieno[3,4-d]imidazole), ClC(=O)OC=C (vinyl chloroformate). Reactants: C(\C=C/C(=O)O)(=O)O (maleic acid), C(CCCCCCC)(=O)Cl (caprylyl chloride), C(CCC)C=1C=CC2=C(C(CC3=C(S2)C=CC=C3)N3CCN(CC3)CCCO)C1 (8-(n-butyl)-10-[4-(3-hydroxypropyl)piperazino]-10,11-dihydrodibenzo[b,f]thiepin), 8-(n-butyl)-10-[4-(3-oxtanoyloxypropyl)piperazino]-10,11-dihydrodibenzo[b,f]thiepin di(hydrogen maleate). The solvent is CC(=O)C (acetone), C1=CC=CC=C1 (benzene), C(Cl)(Cl)Cl (chloroform), [OH-].[NH4+] (ammonium hydroxide). Product: C(CCC)C=1C=CC2=C(C(CC3=C(S2)C=CC=C3)N3CCN(CC3)CCCOC(CCCCCCC)=O)C1 (8-(n-Butyl)-10-[4-(3-octanoyloxypropyl)piperazino]-10,11-dihydrodibenzo[b,f]thiepin). As a reaction SMILES: [CH2:1]([C:5]1[CH:6]=[CH:7][C:8]2[S:14][C:13]3[CH:15]=[CH:16][CH:17]=[CH:18][C:12]=3[CH2:11][CH:10]([N:19]3[CH2:24][CH2:23][N:22]([CH2:25][CH2:26][CH2:27][OH:28])[CH2:21][CH2:20]3)[C:9]=2[CH:29]=1)[CH2:2][CH2:3][CH3:4].[C:30](Cl)(=[O:38])[CH2:31][CH2:32][CH2:33][CH2:34][CH2:35][CH2:36][CH3:37].C(O)(=O)/C=C\C(O)=O>C1C=CC=CC=1.C(Cl)(Cl)Cl.CC(C)=O.[OH-].[NH4+]>[CH2:1]([C:5]1[CH:6]=[CH:7][C:8]2[S:14][C:13]3[CH:15]=[CH:16][CH:17]=[CH:18][C:12]=3[CH2:11][CH:10]([N:19]3[CH2:24][CH2:23][N:22]([CH2:25][CH2:26][CH2:27][O:28][C:30](=[O:38])[CH2:31][CH2:32][CH2:33][CH2:34][CH2:35][CH2:36][CH3:37])[CH2:21][CH2:20]3)[C:9]=2[CH:29]=1)[CH2:2][CH2:3][CH3:4] |f:6.7|. Procedure: In accordance with the general procedure described in the foregoing Examples, 4.1 grams of 8-(n-butyl)-10-[4-(3-hydroxypropyl)piperazino]-10,11-dihydrodibenzo[b,f]thiepin was reacted with 3.2 grams of caprylyl chloride (octanoyl chloride) in a mixture of 18 milliliters of benzene and 7 milliliters of chloroform. A solution of 2.3 grams of maleic acid in 25 milliliters of acetone was then added to the mixture and the resulting 8-(n-butyl)-10-[4-(3-oxtanoyloxypropyl)piperazino]-10,11-dihydrodibenz... The reactants are O=Cc1cc(Br)cc2ccoc12, C[Sn](C)(C)c1nccs1. The product is O=Cc1cc(-c2nccs2)cc2ccoc12. RXN SMILES: [Br:1][c:2]1[cH:3][c:4]([CH:11]=[O:12])[c:5]2[c:6]([cH:7][cH:8][o:9]2)[cH:10]1.[CH3:13][Sn:14]([c:15]1[s:16][cH:17][cH:18][n:19]1)([CH3:20])[CH3:21]>>[c:2]1(-[c:15]2[s:16][cH:17][cH:18][n:19]2)[cH:3][c:4]([CH:11]=[O:12])[c:5]2[c:6]([cH:7][cH:8][o:9]2)[cH:10]1. The reactants are COC(=O)c1c(OS(=O)(=O)C(F)(F)F)c2cc(OCc3ccccc3)ccc2c(=O)n1CC(C)C, Cc1ccc(B(O)O)cc1, Cc1ccccc1, [Na+], [Na+], O=C([O-])[O-], O, c1ccc(P(c2ccccc2)(c2ccccc2)[Pd](P(c2ccccc2)(c2ccccc2)c2ccccc2)(P(c2ccccc2)(c2ccccc2)c2ccccc2)P(c2ccccc2)(c2ccccc2)c2ccccc2)cc1. Product: COC(=O)c1c(-c2ccc(C)cc2)c2cc(OCc3ccccc3)ccc2c(=O)n1CC(C)C. Reaction SMILES: [CH2:1]([c:2]1[cH:3][cH:4][cH:5][cH:6][cH:7]1)[O:8][c:9]1[cH:10][c:11]2[c:12]([O:28][S:29]([C:30]([F:31])([F:32])[F:33])(=[O:34])=[O:35])[c:13]([C:24](=[O:25])[O:26][CH3:27])[n:14]([CH2:20][CH:21]([CH3:22])[CH3:23])[c:15](=[O:19])[c:16]2[cH:17][cH:18]1.[CH3:36][c:37]1[cH:38][cH:39][c:40]([B:43]([OH:44])[OH:45])[cH:41][cH:42]1.[CH3:53][c:54]1[cH:55][cH:56][cH:57][cH:58][cH:59]1.[Na+:46].[Na+:47].[O-:48][C:49](=[O:50])[O-:51].[OH2:52].[cH:60]1[cH:61][cH:62][c:63]([P:64]([Pd:65]([P:66]([c:67]2[cH:68][cH:69][cH:70][cH:71][cH:72]2)([c:73]2[cH:74][cH:75][cH:76][cH:77][cH:78]2)[c:79]2[cH:80][cH:81][cH:82][cH:83][cH:84]2)([P:85]([c:86]2[cH:87][cH:88][cH:89][cH:90][cH:91]2)([c:92]2[cH:93][cH:94][cH:95][cH:96][cH:97]2)[c:98]2[cH:99][cH:100][cH:101][cH:102][cH:103]2)[P:104]([c:105]2[cH:106][cH:107][cH:108][cH:109][cH:110]2)([c:111]2[cH:112][cH:113][cH:114][cH:115][cH:116]2)[c:117]2[cH:118][cH:119][cH:120][cH:121][cH:122]2)([c:123]2[cH:124][cH:125][cH:126][cH:127][cH:128]2)[c:129]2[cH:130][cH:131][cH:132][cH:133][cH:134]2)[cH:135][cH:136]1>>[CH2:1]([c:2]1[cH:3][cH:4][cH:5][cH:6][cH:7]1)[O:8][c:9]1[cH:10][c:11]2[c:12](-[c:40]3[cH:39][cH:38][c:37]([CH3:36])[cH:42][cH:41]3)[c:13]([C:24](=[O:25])[O:26][CH3:27])[n:14]([CH2:20][CH:21]([CH3:22])[CH3:23])[c:15](=[O:19])[c:16]2[cH:17][cH:18]1.